This data is from the Open Reaction Database (ORD), a public repository of structured organic reaction records. The task is: describe an organic reaction: reactants, conditions, products, and yield Solvent: Cl (HCl), O1CCOCC1 (dioxane). Procedure details: The product of example 25, step d.) (140 mg, 0.359 mmol) was stirred in 4 M HCl in dioxane (1 mL) at ambient temperature for an hour. The reaction was concentrated to give the sub-title compound that was used in crude form without purification. MS: ESI (positive): 290 (M+H). The product is C(C)(C)(C)OC(CN1C(=NC2=C1C=CC(=C2)N)CCC)=O ((5-Amino-2-propyl-benzoimidazol-1-yl)-acetic acid tert-butyl ester). Reactants: C(C)(C)(C)OC(CN1C(=NC2=C1C=CC(=C2)NC(=O)OC(C)(C)C)CCC)=O ((5-tert-Butoxycarbonylamino-2-propyl-benzoimidazol-1-yl)-acetic acid tert-butyl ester). RXN SMILES: [C:1]([O:5][C:6](=[O:28])[CH2:7][N:8]1[C:12]2[CH:13]=[CH:14][C:15]([NH:17]C(OC(C)(C)C)=O)=[CH:16][C:11]=2[N:10]=[C:9]1[CH2:25][CH2:26][CH3:27])([CH3:4])([CH3:3])[CH3:2]>Cl.O1CCOCC1>[C:1]([O:5][C:6](=[O:28])[CH2:7][N:8]1[C:12]2[CH:13]=[CH:14][C:15]([NH2:17])=[CH:16][C:11]=2[N:10]=[C:9]1[CH2:25][CH2:26][CH3:27])([CH3:4])([CH3:3])[CH3:2]. Starting materials: COC([O-])C.COC([O-])C.[H-].[Al+3].[Na+] (sodium aluminum hydride bis-(methoxyethoxide)), COCCO[AlH2-]OCCOC.[Na+] (Red-Al), ice water, C(C1=CC=CC=C1)N1C([C@H]([C@@H](C1=O)O)O)=O ((3S,4S)-1-Benzyl-3,4-dihydroxypyrrolidine-2,5-dione), [OH-].[NH4+] (ammonium hydroxide). Solvent: C1(=CC=CC=C1)C (Toluene), CCOC(=O)C (EtOAc), C1CCOC1 (THF), C(Cl)Cl (methylene chloride). Product: C(C1=CC=CC=C1)N1C[C@H]([C@@H](C1)O)O ((3R,4R)-1-Benzylpyrrolidine-3,4-diol). RXN SMILES: [CH2:1]([N:8]1[C:12](=O)[C@@H:11]([OH:14])[C@H:10]([OH:15])[C:9]1=O)[C:2]1[CH:7]=[CH:6][CH:5]=[CH:4][CH:3]=1.COC(C)[O-].COC(C)[O-].[H-].[Al+3].[Na+].COCCO[AlH2-]OCCOC.[Na+].[OH-].[NH4+]>C1COCC1.C(Cl)Cl.CCOC(C)=O.C1(C)C=CC=CC=1>[CH2:1]([N:8]1[CH2:12][C@@H:11]([OH:14])[C@H:10]([OH:15])[CH2:9]1)[C:2]1[CH:3]=[CH:4][CH:5]=[CH:6][CH:7]=1 |f:1.2.3.4.5,6.7,8.9|. Reported procedure: To a mechanically stirred and cooled solution (0° C.) of the product from Step 1 (50 g, 0.23 mol) in dry THF (1.24 L) was added sodium aluminum hydride bis-(methoxyethoxide) (289 mL of a 65% Red-Al®/Toluene solution, 0.95 mol) under a nitrogen atmosphere at such a rate that the internal temperature did not exceed 20° C. The reaction mixture was allowed stir at room temperature for 2 h after the addition was complete. The reaction mixture was slowly poured into ice water (1.0 L) with stirring to ... The reactants are O=C1NC2=C(CCN1C1CCN(CC1)C(=O)O[C@@H](C(=O)N1CCN(CC1)C1CCN(CC1)CCCC(=O)OCC)CC1=CC(=C(C(=C1)C)O)C)C=CC=C2 ((R)-2-{4-[1-(3-ethoxycarbonyl-propyl)-piperidin-4-yl]-piperazin-1-yl}-1-(4-hydroxy-3,5-dimethyl-benzyl)-2-oxo-ethyl 4-(2-oxo-1,2,4,5-tetrahydro-1,3-benzodiazepin-3-yl)-piperidine-1-carboxylate), [Li+].[OH-] (LiOH). The product is O=C1NC2=C(CCN1C1CCN(CC1)C(=O)O[C@@H](C(=O)N1CCN(CC1)C1CCN(CC1)CCCC(=O)O)CC1=CC(=C(C(=C1)C)O)C)C=CC=C2 ((R)-2-{4-[1-(3-carboxy-propyl)-piperidin-4-yl]-piperazin-1-yl}-1-(4-hydroxy-3,5-dimethyl-benzyl)-2-oxo-ethyl 4-(2-oxo-1,2,4,5-tetrahydro-1,3-benzodiazepin-3-yl)-piperidine-1-carboxylate). RXN SMILES: [O:1]=[C:2]1[N:8]([CH:9]2[CH2:14][CH2:13][N:12]([C:15]([O:17][C@H:18]([CH2:41][C:42]3[CH:47]=[C:46]([CH3:48])[C:45]([OH:49])=[C:44]([CH3:50])[CH:43]=3)[C:19]([N:21]3[CH2:26][CH2:25][N:24]([CH:27]4[CH2:32][CH2:31][N:30]([CH2:33][CH2:34][CH2:35][C:36]([O:38]CC)=[O:37])[CH2:29][CH2:28]4)[CH2:23][CH2:22]3)=[O:20])=[O:16])[CH2:11][CH2:10]2)[CH2:7][CH2:6][C:5]2[CH:51]=[CH:52][CH:53]=[CH:54][C:4]=2[NH:3]1.[Li+].[OH-]>>[O:1]=[C:2]1[N:8]([CH:9]2[CH2:10][CH2:11][N:12]([C:15]([O:17][C@H:18]([CH2:41][C:42]3[CH:47]=[C:46]([CH3:48])[C:45]([OH:49])=[C:44]([CH3:50])[CH:43]=3)[C:19]([N:21]3[CH2:26][CH2:25][N:24]([CH:27]4[CH2:32][CH2:31][N:30]([CH2:33][CH2:34][CH2:35][C:36]([OH:38])=[O:37])[CH2:29][CH2:28]4)[CH2:23][CH2:22]3)=[O:20])=[O:16])[CH2:13][CH2:14]2)[CH2:7][CH2:6][C:5]2[CH:51]=[CH:52][CH:53]=[CH:54][C:4]=2[NH:3]1 |f:1.2|. Procedure details: Prepared analogously to Example 8.1 from 50 mg (0.07 mmol) (R)-2-{4-[1-(3-ethoxycarbonyl-propyl)-piperidin-4-yl]-piperazin-1-yl}-1-(4-hydroxy-3,5-dimethyl-benzyl)-2-oxo-ethyl 4-(2-oxo-1,2,4,5-tetrahydro-1,3-benzodiazepin-3-yl)-piperidine-1-carboxylate and 2.6 mg (0.11 mmol) LiOH. Starting materials: COC1=CC=C(C=C1)OC(NC1=CC=C(C=C1)C=1N(C2=CC(=CC=C2C1C#N)OCCOC)C1CCC1)=O ({4-[3-cyano-1-cyclobutyl-6-(2-methoxy-ethoxy)-1H-indol-2-yl]-phenyl}-carbamic acid 4-methoxy-phenyl ester), CC1CCNCC1 (4-methylpiperidine). The solvent is C(Cl)Cl (DCM). Run at time 18 hour. Product: C(#N)C1=C(N(C2=CC(=CC=C12)OCCOC)C1CCC1)C1=CC=C(C=C1)NC(=O)N1CCC(CC1)C (4-Methyl-piperidine-1-carboxylic acid {4-[3-cyano-1-cyclobutyl-6-(2-methoxy-ethoxy)-1H-indol-2-yl]-phenyl}-amide). The yield is 65.2%. As a reaction SMILES: COC1C=CC([O:9][C:10](=O)[NH:11][C:12]2[CH:17]=[CH:16][C:15]([C:18]3[N:19]([CH:34]4[CH2:37][CH2:36][CH2:35]4)[C:20]4[C:25]([C:26]=3[C:27]#[N:28])=[CH:24][CH:23]=[C:22]([O:29][CH2:30][CH2:31][O:32][CH3:33])[CH:21]=4)=[CH:14][CH:13]=2)=CC=1.[CH3:39][CH:40]1[CH2:45][CH2:44][NH:43][CH2:42][CH2:41]1>C(Cl)Cl>[C:27]([C:26]1[C:25]2[C:20](=[CH:21][C:22]([O:29][CH2:30][CH2:31][O:32][CH3:33])=[CH:23][CH:24]=2)[N:19]([CH:34]2[CH2:35][CH2:36][CH2:37]2)[C:18]=1[C:15]1[CH:16]=[CH:17][C:12]([NH:11][C:10]([N:43]2[CH2:44][CH2:45][CH:40]([CH3:39])[CH2:41][CH2:42]2)=[O:9])=[CH:13][CH:14]=1)#[N:28]. Procedure details: To a solution of {4-[3-cyano-1-cyclobutyl-6-(2-methoxy-ethoxy)-1H-indol-2-yl]-phenyl}-carbamic acid 4-methoxy-phenyl ester (40 mg, 0.082 mmol) in DCM (4 mL) is added 4-methylpiperidine (0.16 mmole) and the reaction is stirred for 18 h at reflux temperature. The solvent is removed under reduced pressure. The residue is dissolved in EtOAc and then triturated with hexane. The precipitate is collected by filtration and washed with 50% EtOAc/hexane and dried in vacuo to afford 4-methyl-piperidine-1-c...